Dataset: the Open Reaction Database (ORD), a public repository of structured organic reaction records. Task: describe an organic reaction: reactants, conditions, products, and yield Reactants: C(CCC)[Li] (n-butyllithium), C(C=C)[Si](C)(C)Cl (allylchlorodimethylsilane), C(CC=C)OC1OCCCC1 (2-But-3-enyloxyterahydropyran). The solvent is C1CCOC1 (THF), C1CCOC1 (THF). Reaction conditions: temperature -78 celsius. Yields the product C(C=C)[Si](C#CCCOC1OCCCC1)(C)C (Allyldimethyl-[4-(terahydropyran-2-yloxy)-but-1-ynyl]-silane). Reaction SMILES: C([Li])CCC.[CH2:6]([O:10][CH:11]1[CH2:16][CH2:15][CH2:14][CH2:13][O:12]1)[CH2:7][CH:8]=[CH2:9].[CH2:17]([Si:20](Cl)([CH3:22])[CH3:21])[CH:18]=[CH2:19]>C1COCC1>[CH2:17]([Si:20]([CH3:22])([CH3:21])[C:9]#[C:8][CH2:7][CH2:6][O:10][CH:11]1[CH2:16][CH2:15][CH2:14][CH2:13][O:12]1)[CH:18]=[CH2:19]. Procedure details: A solution of n-butyllithium (12.0 ml, 30 mmol, 2.5 mol dm−3 in hexanes) was added dropwise to a stirred, cooled (−78° C.) solution of compound 2 (4.62 g, 30 mmol) in THF (60 ml) under an atmosphere of dry nitrogen. The reaction mixture was maintained at −78° C. for 1.5 h and a solution of allylchlorodimethylsilane (4.04 g, 30 mmol) in THF (20 ml) added dropwise. The reaction mixture was allowed to warm to room temperature, washed with water and the organic layer extracted into ethyl acetate/hex...